describe an organic reaction: reactants, conditions, products, and yield From a dataset of the Open Reaction Database (ORD), a public repository of structured organic reaction records. Reactants: CSc1nnc(-c2ccncc2)n1C, O=C(OO)c1cccc(Cl)c1, ClCCl. Yields the product Cn1c(-c2ccncc2)nnc1S(C)=O. Reaction SMILES: [CH3:1][n:2]1[c:3](-[c:9]2[cH:10][cH:11][n:12][cH:13][cH:14]2)[n:4][n:5][c:6]1[S:7][CH3:8].[Cl:15][c:16]1[cH:17][c:18]([C:23](=[O:20])[O:24][OH:25])[cH:19][cH:21][cH:22]1.[Cl:26][CH2:27][Cl:28]>>[CH3:1][n:2]1[c:3](-[c:9]2[cH:10][cH:11][n:12][cH:13][cH:14]2)[n:4][n:5][c:6]1[S:7]([CH3:8])=[O:20]. Starting materials: CCCCC(O)CCc1cc(C2(C)CC2C=CC(C)=CC(=O)OCC)cc2c1OCC2(C)C, C[N+]1([O-])CCOCC1, CC#N, ClCCl, CCCCC(O)CCc1cc(C2(C)CC2C=CC(C)=CC(=O)O)cc2c1OCC2(C)C. Product: CCCCC(=O)CCc1cc(C2(C)CC2C=CC(C)=CC(=O)OCC)cc2c1OCC2(C)C. Reaction SMILES: [CH2:1]([CH3:2])[O:3][C:4]([CH:5]=[C:6]([CH3:7])[CH:8]=[CH:9][CH:10]1[C:11]([CH3:13])([c:14]2[cH:15][c:16]([CH2:25][CH2:26][CH:27]([CH2:28][CH2:29][CH2:30][CH3:31])[OH:32])[c:17]3[c:18]([cH:24]2)[C:19]([CH3:22])([CH3:23])[CH2:20][O:21]3)[CH2:12]1)=[O:33].[CH3:68][N+:69]1([O-:70])[CH2:71][CH2:72][O:73][CH2:74][CH2:75]1.[CH3:76][C:77]#[N:78].[Cl:65][CH2:66][Cl:67].[OH:34][CH:35]([CH2:36][CH2:37][CH2:38][CH3:39])[CH2:40][CH2:41][c:42]1[c:43]2[c:49]([cH:50][c:51]([C:52]3([CH3:53])[CH2:54][CH:55]3[CH:56]=[CH:57][C:58]([CH3:59])=[CH:60][C:61]([OH:62])=[O:63])[cH:64]1)[C:46]([CH3:47])([CH3:48])[CH2:45][O:44]2>>[CH2:1]([CH3:2])[O:3][C:4]([CH:5]=[C:6]([CH3:7])[CH:8]=[CH:9][CH:10]1[C:11]([CH3:13])([c:14]2[cH:15][c:16]([CH2:25][CH2:26][C:27]([CH2:28][CH2:29][CH2:30][CH3:31])=[O:32])[c:17]3[c:18]([cH:24]2)[C:19]([CH3:22])([CH3:23])[CH2:20][O:21]3)[CH2:12]1)=[O:33]. The reactants are [Cl-].O[NH3+] (hydroxylammonium chloride), C(O)([O-])=O.[Na+] (sodium hydrogen carbonate), CS(=O)C (dimethyl sulfoxide), C(C)OC=1N(C(C(=C(N1)C)C1=CC=C(C=C1)OC(C)C)=O)CC1=CC=C(C=C1)C=1C(=CC=CC1)C#N (4′-{[2-ethoxy-5-(4-isopropoxyphenyl)-4-methyl-6-oxopyrimidin-1(6H)-yl]methyl}biphenyl-2-carbonitrile). The solvent is C(C)(=O)OCC (ethyl acetate). Conditions: temperature 50 celsius, time 30 minute. The product is C(C)OC1=NC(=C(C(N1CC1=CC=C(C=C1)C1=C(C=CC=C1)C1=NOC(N1)=O)=O)C1=CC=C(C=C1)OC(C)C)C (2-ethoxy-5-(4-isopropoxyphenyl)-6-methyl-3-{[2′-(5-oxo-4,5-dihydro-1,2,4-oxadiazol-3-yl)biphenyl-4-yl]methyl}pyrimidin-4(3H)-one). Yield: 65.5%. RXN SMILES: [Cl-].O[NH3+:3].[C:4](=[O:7])([O-])[OH:5].[Na+].CS(C)=O.[CH2:13]([O:15][C:16]1[N:17]([CH2:34][C:35]2[CH:40]=[CH:39][C:38]([C:41]3[C:42]([C:47]#[N:48])=[CH:43][CH:44]=[CH:45][CH:46]=3)=[CH:37][CH:36]=2)[C:18](=[O:33])[C:19]([C:23]2[CH:28]=[CH:27][C:26]([O:29][CH:30]([CH3:32])[CH3:31])=[CH:25][CH:24]=2)=[C:20]([CH3:22])[N:21]=1)[CH3:14]>C(OCC)(=O)C>[CH2:13]([O:15][C:16]1[N:17]([CH2:34][C:35]2[CH:36]=[CH:37][C:38]([C:41]3[CH:46]=[CH:45][CH:44]=[CH:43][C:42]=3[C:47]3[NH:3][C:4](=[O:7])[O:5][N:48]=3)=[CH:39][CH:40]=2)[C:18](=[O:33])[C:19]([C:23]2[CH:24]=[CH:25][C:26]([O:29][CH:30]([CH3:32])[CH3:31])=[CH:27][CH:28]=2)=[C:20]([CH3:22])[N:21]=1)[CH3:14] |f:0.1,2.3|. Procedure: A mixture of hydroxylammonium chloride (0.77 g), sodium hydrogen carbonate (1.1 g) and dimethyl sulfoxide (5 mL) was stirred at 50° C. for 30 min, 4′-{[2-ethoxy-5-(4-isopropoxyphenyl)-4-methyl-6-oxopyrimidin-1(6H)-yl]methyl}biphenyl-2-carbonitrile (0.53 g) was added, and the mixture was stirred overnight at 90° C. The reaction mixture was diluted with ethyl acetate, washed with water and then with saturated brine, and dried over anhydrous magnesium sulfate. The solvent was evaporated under reduc... Yields the product OC1=C2C(NC(=NC2=CC(=C1)OC)C1=CC(=C(C(=C1)C)O)C)=O (5-hydroxy-2-(4-hydroxy-3,5-dimethylphenyl)-7-methoxyquinazolin-4(3H)-one). Isolated yield 73.0%. Reagents/catalysts: [C].[Pd] (palladium carbon). Run in CN(C)C=O (DMF). Run at temperature 85 celsius, time 14 hour. RXN SMILES: C([O-])=O.[NH4+].C([O:12][C:13]1[C:18]([CH3:19])=[CH:17][C:16]([C:20]2[NH:29][C:28](=[O:30])[C:27]3[C:22](=[CH:23][C:24]([O:32][CH3:33])=[CH:25][C:26]=3[OH:31])[N:21]=2)=[CH:15][C:14]=1[CH3:34])C1C=CC=CC=1>CN(C=O)C.[C].[Pd]>[OH:31][C:26]1[CH:25]=[C:24]([O:32][CH3:33])[CH:23]=[C:22]2[C:27]=1[C:28](=[O:30])[NH:29][C:20]([C:16]1[CH:17]=[C:18]([CH3:19])[C:13]([OH:12])=[C:14]([CH3:34])[CH:15]=1)=[N:21]2 |f:0.1,4.5|. Reported procedure: A mixture of 2-(4-benzyloxy-3,5-dimethyl-phenyl)-5,7-dimethoxy-3H-quinazolin-4-one (1.2 g, 2.92 mmol) and magnesium bromide (0.644 g, 3.5 mmol) in pyridine (50 mL) was stirred at reflux for 12 h. The mixture was concentrated and the solid residue was made into slurry with HCl (2 N, 100 mL). The solid was collected by filtration, washed with water and hexanes to yield 2-(4-benzyloxy-3,5-dimethyl-phenyl)-5-hydroxy-7-methoxy-3H-quinazolin-4-one as a white solid (0.76 g, 65%). A solution of ammonium... Reactants: C(=O)[O-].[NH4+] (ammonium formate), C(C1=CC=CC=C1)OC1=C(C=C(C=C1C)C1=NC2=CC(=CC(=C2C(N1)=O)O)OC)C (2-(4-benzyloxy-3,5-dimethyl-phenyl)-5-hydroxy-7-methoxy-3H-quinazolin-4-one).